Dataset: the Open Reaction Database (ORD), a public repository of structured organic reaction records. Task: describe an organic reaction: reactants, conditions, products, and yield The reactants are solid, Cl.Cl.O1C=C(C=C2C1=CC=C2)C2N(CCCC2)CC[C@@H]2CC[C@H](CC2)N (trans-4-[2-(4-benzofuran-3-yl-piperidin-1-yl)-ethyl]-cyclohexylamine dihydrochloride), Cl.Cl.O1C=C(C=C2C1=CC=C2)C2N(CCCC2)CC[C@@H]2CC[C@H](CC2)N (trans-4-[2-(4-benzofuran-3-yl-piperidin-1-yl)-ethyl]-cyclohexylamine dihydrochloride), C(#N)C1=CC=C(C(=O)O)C=C1 (4-cyano-benzoic acid). The product is O1C=C(C=C2C1=CC=C2)C2N(CCCC2)CC[C@@H]2CC[C@H](CC2)NC(C2=CC=C(C=C2)C#N)=O (trans-N-{4-[2-(4-Benzofuran-3-yl-piperidin-1-yl)-ethyl]-cyclohexyl}-4-cyano-benzamide). Reaction SMILES: Cl.Cl.[O:3]1[C:8]2=[CH:9][CH:10]=[CH:11][C:7]2=[CH:6][C:5]([CH:12]2[CH2:17][CH2:16][CH2:15][CH2:14][N:13]2[CH2:18][CH2:19][C@H:20]2[CH2:25][CH2:24][C@H:23]([NH2:26])[CH2:22][CH2:21]2)=[CH:4]1.[C:27]([C:29]1[CH:37]=[CH:36][C:32]([C:33](O)=[O:34])=[CH:31][CH:30]=1)#[N:28]>>[O:3]1[C:8]2=[CH:9][CH:10]=[CH:11][C:7]2=[CH:6][C:5]([CH:12]2[CH2:17][CH2:16][CH2:15][CH2:14][N:13]2[CH2:18][CH2:19][C@H:20]2[CH2:21][CH2:22][C@H:23]([NH:26][C:33](=[O:34])[C:32]3[CH:36]=[CH:37][C:29]([C:27]#[N:28])=[CH:30][CH:31]=3)[CH2:24][CH2:25]2)=[CH:4]1 |f:0.1.2|. Procedure details: The title compound, yellow solid (54 mg, 47%), MS (ISP) m/z=456.5 [(M+H)+], mp 195° C., was prepared in accordance with the general method of example 1 from trans-4-[2-(4-benzofuran-3-yl-piperidin-1-yl)-ethyl]-cyclohexylamine dihydrochloride (intermediate A) (100 mg, 0.25 mmol) and 4-cyano-benzoic acid. The reactants are OC(C=CC1C(C2(OCCO2)CC1)C(C(=O)O)CCCCC)CCCCC (7-(3-hydroxy-1-octenyl)-1,4-dioxaspiro[4.4]non-6-ylheptanoic acid), C([O-])(O)=O.[Na+] (sodium bicarbonate), CC(=O)C (acetone), CC(=O)C.OS(=O)(=O)O.O=[Cr](=O)=O (Jones Reagent). Run in C(C)(=O)O (acetic acid), CO (methanol), O (water). Reaction conditions: temperature 0 celsius, time 10 minute. Product: O=C(C=CC1C(C2(OCCO2)CC1)C(C(=O)O)CCCCC)CCCCC (7-(3-Oxo-1-Octenyl)-1,4-Dioxaspiro [4.4]Non-6-Ylheptanoic Acid). Reaction SMILES: [OH:1][CH:2]([CH2:23][CH2:24][CH2:25][CH2:26][CH3:27])[CH:3]=[CH:4][CH:5]1[CH2:13][CH2:12][C:7]2([O:11][CH2:10][CH2:9][O:8]2)[CH:6]1[CH:14]([CH2:18][CH2:19][CH2:20][CH2:21][CH3:22])[C:15]([OH:17])=[O:16].CC(C)=O.CC(C)=O.OS(O)(=O)=O.O=[Cr](=O)=O.C(=O)(O)[O-].[Na+]>C(O)(=O)C.O.CO>[O:1]=[C:2]([CH2:23][CH2:24][CH2:25][CH2:26][CH3:27])[CH:3]=[CH:4][CH:5]1[CH2:13][CH2:12][C:7]2([O:8][CH2:9][CH2:10][O:11]2)[CH:6]1[CH:14]([CH2:18][CH2:19][CH2:20][CH2:21][CH3:22])[C:15]([OH:17])=[O:16] |f:2.3.4,5.6|. Procedure details: A solution of 0.75 g. of 7-(3-hydroxy-1-octenyl)-1,4-dioxaspiro[4.4]non-6-ylheptanoic acid in 40 ml. of acetone was cooled to 0° C. and treated with 2.0 ml. of Jones Reagent. After stirring for 10 minutes, at 0° C., the reaction mixture was treated with 5 ml. of methanol, dilute sodium bicarbonate until basic and water. Following acidification with acetic acid, the mixture was extracted with ether and the extract washed with water, dried and evaporated. Silica chromatography of the resulting res... The reactants are Cc1ccc2c(c1)c(=O)c1c(cnn1C)n2C1CCN(C(=O)OC(C)(C)C)CC1, ClCCl, O=C(O)C(F)(F)F. The product is Cc1ccc2c(c1)c(=O)c1c(cnn1C)n2C1CCNCC1. As a reaction SMILES: [CH3:1][n:2]1[n:3][cH:4][c:5]2[n:6]([CH:17]3[CH2:18][CH2:19][N:20]([C:23]([O:24][C:25]([CH3:26])([CH3:27])[CH3:28])=[O:29])[CH2:21][CH2:22]3)[c:7]3[cH:8][cH:9][c:10]([CH3:16])[cH:11][c:12]3[c:13](=[O:15])[c:14]12.[Cl:37][CH2:38][Cl:39].[OH:30][C:31]([C:32]([F:33])([F:34])[F:35])=[O:36]>>[CH3:1][n:2]1[n:3][cH:4][c:5]2[n:6]([CH:17]3[CH2:18][CH2:19][NH:20][CH2:21][CH2:22]3)[c:7]3[cH:8][cH:9][c:10]([CH3:16])[cH:11][c:12]3[c:13](=[O:15])[c:14]12.